Dataset: the Open Reaction Database (ORD), a public repository of structured organic reaction records. Task: describe an organic reaction: reactants, conditions, products, and yield The reactants are C1COCCN1, O=C(CCl)Nc1ccc2c(c1)COC(NC1CCCc3ccccc31)=N2. The product is O=C(CN1CCOCC1)Nc1ccc2c(c1)COC(NC1CCCc3ccccc31)=N2. As a reaction SMILES: [CH2:27]1[CH2:28][O:29][CH2:30][CH2:31][NH:32]1.[Cl:1][CH2:2][C:3](=[O:4])[NH:5][c:6]1[cH:7][c:8]2[c:9]([cH:25][cH:26]1)[N:10]=[C:11]([NH:14][CH:15]1[CH2:16][CH2:17][CH2:18][c:19]3[cH:20][cH:21][cH:22][cH:23][c:24]31)[O:12][CH2:13]2>>[CH2:2]([C:3](=[O:4])[NH:5][c:6]1[cH:7][c:8]2[c:9]([cH:25][cH:26]1)[N:10]=[C:11]([NH:14][CH:15]1[CH2:16][CH2:17][CH2:18][c:19]3[cH:20][cH:21][cH:22][cH:23][c:24]31)[O:12][CH2:13]2)[N:32]1[CH2:27][CH2:28][O:29][CH2:30][CH2:31]1. Starting materials: [BH4-].[Na+] (Sodium borohydride), CC1=NC=2N(C=C1)N=C(N2)S(=O)(=O)NC2=C(C=CC=C2Cl)Cl (5-methyl-N-(2,6-dichlorophenyl)-1,2,4-triazolo[1,5-a]pyrimidine-2-sulfonamide), CS(=O)(=O)O (methanesulfonic acid). Solvent: CS(=O)C (DMSO), CS(=O)C (DMSO). Run at temperature 60 celsius, time 10 minute. Yields the product CC1NC=2N(CC1)N=C(N2)S(=O)(=O)NC2=C(C=CC=C2Cl)Cl (5-methyl-N-(2,6-dichlorophenyl)-4,5,6,7-tetrahydro-1,2,4-triazolo[1,5-a]pyrimidine-2-sulfonamide). Isolated yield 36.9%. Reaction SMILES: [BH4-].[Na+].[CH3:3][C:4]1[CH:9]=[CH:8][N:7]2[N:10]=[C:11]([S:13]([NH:16][C:17]3[C:22]([Cl:23])=[CH:21][CH:20]=[CH:19][C:18]=3[Cl:24])(=[O:15])=[O:14])[N:12]=[C:6]2[N:5]=1.CS(O)(=O)=O>CS(C)=O>[CH3:3][CH:4]1[CH2:9][CH2:8][N:7]2[N:10]=[C:11]([S:13]([NH:16][C:17]3[C:22]([Cl:23])=[CH:21][CH:20]=[CH:19][C:18]=3[Cl:24])(=[O:15])=[O:14])[N:12]=[C:6]2[NH:5]1 |f:0.1|. Procedure details: Sodium borohydride (0.6 g, 16 mmol) was added to a solution of 3.0 g (8.3 mmol) of 5-methyl-N-(2,6-dichlorophenyl)-1,2,4-triazolo[1,5-a]pyrimidine-2-sulfonamide in 25 ml of dry DMSO. An exothermic reaction occurred and 2.0 ml (31 mmol) of methanesulfonic acid in 5 ml of DMSO was added at a rate to maintain the temperature of the reaction mixture at 60° C. After the addition was complete the reaction mixture was stirred for 10 minutes and carefully quenched with 0.5N aqueous NaOH. The clear yello... Starting materials: [Cl-].[NH4+] (ammonium chloride), N12CCC(C(CC1)CC2)=O (1-azabicyclo[3.2.2]nonan-4-one), C[Si](C)(C)[N-][Si](C)(C)C.[Li+].C1CCOC1 (Lithium bis(trimethylsilyl)amide THF), N(=O)OCCCC (n-butyl nitrite). The solvent is O1CCCC1 (tetrahydrofuran). Run at time 30 minute. Yields the product N12CC(C(C(CC1)CC2)=O)=NO (1-azabicyclo[3.2.2]nonan-3,4-dione-3-oxime). The yield is 54.7%. As a reaction SMILES: [N:1]12[CH2:9][CH2:8][CH:5]([CH2:6][CH2:7]1)[C:4](=[O:10])[CH2:3][CH2:2]2.[N:11](OCCCC)=[O:12].C[Si]([N-][Si](C)(C)C)(C)C.[Li+].C1COCC1.[Cl-].[NH4+]>O1CCCC1>[N:1]12[CH2:9][CH2:8][CH:5]([CH2:6][CH2:7]1)[C:4](=[O:10])[C:3](=[N:11][OH:12])[CH2:2]2 |f:2.3.4,5.6|. Procedure: A solution of 1-azabicyclo[3.2.2]nonan-4-one (1.39 g, 10 mmol) in anhydrous tetrahydrofuran (20 mL) under nitrogen was cooled (-65° C.), and treated with n-butyl nitrite (1.30 mL, 11 mmol). 1.0N Lithium bis(trimethylsilyl)amide/THF (16 mL, 16 mmol) was added dropwise so as to keep the pot temperature below -58° C. After the addition was complete the mixture was warmed to room temperature over one h, stirred for 30 min, cooled on an ice bath, and treated with saturated ammonium chloride (6 mL). T... The reactants are CC(=O)O, CCOC(=O)c1cn(C2CC2)c2cc(F)c(F)c(C)c2c1=O, Cl. The product is Cc1c(F)c(F)cc2c1c(=O)c(C(=O)O)cn2C1CC1. Reaction SMILES: [CH3:24][C:25](=[O:26])[OH:27].[CH:2]1([n:5]2[cH:6][c:7]([C:19](=[O:20])[O:21][CH2:22][CH3:23])[c:8](=[O:18])[c:9]3[c:10]([CH3:17])[c:11]([F:16])[c:12]([F:15])[cH:13][c:14]23)[CH2:3][CH2:4]1.[ClH:1]>>[CH:2]1([n:5]2[cH:6][c:7]([C:19](=[O:20])[OH:21])[c:8](=[O:18])[c:9]3[c:10]([CH3:17])[c:11]([F:16])[c:12]([F:15])[cH:13][c:14]23)[CH2:3][CH2:4]1.